From a dataset of the Open Reaction Database (ORD), a public repository of structured organic reaction records. describe an organic reaction: reactants, conditions, products, and yield Starting materials: C([O-])(O)=O.[Na+] (sodium bicarbonate), NC(N)=NC(=S)N (diaminomethylenethiourea), BrBr (Bromine), C(C)(=O)C1=NC(=CC=C1)CC#N (2-acetyl-6-cyanomethylpyridine), [Cl-] (chloride). The solvent is CO (methanol), O1CCOCC1 (dioxane). Product: C(#N)CC1=CC=CC(=N1)C=1N=C(SC1)N=C(N)N (4-(6-cyanomethylpyridin-2-yl)-2-(diaminomethyleneamino)thiazole). Yield: 46.5%. As a reaction SMILES: BrBr.[C:3]([C:6]1[CH:11]=[CH:10][CH:9]=[C:8]([CH2:12][C:13]#[N:14])[N:7]=1)(=O)[CH3:4].[Cl-].C(=O)(O)[O-].[Na+].[NH2:21][C:22](=[N:24][C:25]([NH2:27])=[S:26])[NH2:23]>O1CCOCC1.CO>[C:13]([CH2:12][C:8]1[N:7]=[C:6]([C:3]2[N:27]=[C:25]([N:24]=[C:22]([NH2:23])[NH2:21])[S:26][CH:4]=2)[CH:11]=[CH:10][CH:9]=1)#[N:14] |f:3.4|. Procedure details: Bromine (0.64 ml) was added to a mixture of 2-acetyl-6-cyanomethylpyridine (2.0 g) in dioxane (30 ml) and 4N-dioxanichydrogen chloride (3.1 ml) at ambient temperature with stirring, and then the mixture was stirred for 1 hour at 50° C. To the mixture was added the sodium bicarbonate (5.2 g), methanol (30 ml) and diaminomethylenethiourea (2.2 g) at ambient temperature and the mixture was stirred for 2.5 hours at 50° C. The solvent was removed by concentration in vacuo. To the residue was added a ... The reactants are C(C)N(CC#CC(CCCCN1C(=O)N(C=2N=CN(C2C1=O)CCC)C)(C)O)CC (1-(8-diethylamino-5-hydroxy-5-methyl-6-octynyl)-3-methyl-7-propylxanthine), CI (methyl iodide), CI (methyl iodide). The solvent is C(C)OCC (diethyl ether). Run at time 20 hour. The product is [I-].C(C)[N+](C)(CC#CC(CCCCN1C(=O)N(C=2N=CN(C2C1=O)CCC)C)(C)O)CC (N,N-Diethyl-N-[4-hydroxy-4-methyl-8-(3-methyl-7-propyl-xanthin-1-yl)-2-octynyl]-N-methylammonium iodide). Reaction SMILES: [CH2:1]([N:3]([CH2:29][CH3:30])[CH2:4][C:5]#[C:6][C:7]([OH:28])([CH3:27])[CH2:8][CH2:9][CH2:10][CH2:11][N:12]1[C:21](=[O:22])[C:20]2[N:19]([CH2:23][CH2:24][CH3:25])[CH:18]=[N:17][C:16]=2[N:15]([CH3:26])[C:13]1=[O:14])[CH3:2].[CH3:31][I:32]>C(OCC)C>[I-:32].[CH2:29]([N+:3]([CH2:1][CH3:2])([CH2:4][C:5]#[C:6][C:7]([OH:28])([CH3:27])[CH2:8][CH2:9][CH2:10][CH2:11][N:12]1[C:21](=[O:22])[C:20]2[N:19]([CH2:23][CH2:24][CH3:25])[CH:18]=[N:17][C:16]=2[N:15]([CH3:26])[C:13]1=[O:14])[CH3:31])[CH3:30] |f:3.4|. Reported procedure: 1 g (2.4 mmol) of 1-(8-diethylamino-5-hydroxy-5-methyl-6-octynyl)-3-methyl-7-propylxanthine--prepared as in Example 1A2), 1C2) or 1D2)--was introduced into 30 ml of diethyl ether, 425 mg (3.0 mmol) of methyl iodide were added, and the mixture was stirred at room temperature for 20 hours. Then a further 212 mg (1.5 mmol) of methyl iodide were added and the mixture was stirred under reflux for 2 hours. The resulting crystals were filtered off with suction, washed with diethyl ether and dried. The reactants are O=C([O-])[O-], O=C([O-])O, CS(=O)(=O)c1ccc(N2CCC(C3CCNCC3)CC2)cc1, CN1CCCC1=O, Cc1nccnc1Cl, [Cs+], [Cs+], [Na+]. Yields the product Cc1nccnc1N1CCC(C2CCN(c3ccc(S(C)(=O)=O)cc3)CC2)CC1. As a reaction SMILES: [C:23](=[O:24])([O-:25])[O-:26].[C:44](=[O:45])([OH:46])[O-:47].[CH3:1][S:2](=[O:3])(=[O:4])[c:5]1[cH:6][cH:7][c:8]([N:11]2[CH2:12][CH2:13][CH:14]([CH:17]3[CH2:18][CH2:19][NH:20][CH2:21][CH2:22]3)[CH2:15][CH2:16]2)[cH:9][cH:10]1.[CH3:37][N:38]1[CH2:39][CH2:40][CH2:41][C:42]1=[O:43].[Cl:29][c:30]1[n:31][cH:32][cH:33][n:34][c:35]1[CH3:36].[Cs+:27].[Cs+:28].[Na+:48]>>[CH3:1][S:2](=[O:3])(=[O:4])[c:5]1[cH:6][cH:7][c:8]([N:11]2[CH2:12][CH2:13][CH:14]([CH:17]3[CH2:18][CH2:19][N:20]([c:30]4[n:31][cH:32][cH:33][n:34][c:35]4[CH3:36])[CH2:21][CH2:22]3)[CH2:15][CH2:16]2)[cH:9][cH:10]1. Starting materials: C12C=C(CC(CC1)N2)C2=NC(=C1C=CC(N(C1=C2)C2=C(C=CC=C2Cl)Cl)=O)C2=C(C=C(C=C2)F)Cl (7-(8-azabicyclo[3.2.1]oct-2-en-3-yl)-5-(2chloro-4-fluorophenyl)-1-(2,6-dichlorophenyl)-1,6-naphthyridin-2(1H)-one). The reagents and catalysts are O=[Pt]=O (PtO2). Solvent: C(C)(=O)OCC (ethyl acetate). Conditions: time 8 hour. The product is C12CC(CC(CC1)N2)C2=NC(=C1C=CC(N(C1=C2)C2=C(C=CC=C2Cl)Cl)=O)C2=C(C=C(C=C2)F)Cl (7-(8-azabicyclo[3.2.1]oct-3-yl)-5-(2-chloro-4-fluorophenyl)-1-(2,6-dichlorophenyl)-1,6-naphthyridin-2(1H)-one). As a reaction SMILES: [CH:1]12[NH:8][CH:5]([CH2:6][CH2:7]1)[CH2:4][C:3]([C:9]1[CH:18]=[C:17]3[C:12]([CH:13]=[CH:14][C:15](=[O:27])[N:16]3[C:19]3[C:24]([Cl:25])=[CH:23][CH:22]=[CH:21][C:20]=3[Cl:26])=[C:11]([C:28]3[CH:33]=[CH:32][C:31]([F:34])=[CH:30][C:29]=3[Cl:35])[N:10]=1)=[CH:2]2>C(OCC)(=O)C.O=[Pt]=O>[CH:5]12[NH:8][CH:1]([CH2:7][CH2:6]1)[CH2:2][CH:3]([C:9]1[CH:18]=[C:17]3[C:12]([CH:13]=[CH:14][C:15](=[O:27])[N:16]3[C:19]3[C:20]([Cl:26])=[CH:21][CH:22]=[CH:23][C:24]=3[Cl:25])=[C:11]([C:28]3[CH:33]=[CH:32][C:31]([F:34])=[CH:30][C:29]=3[Cl:35])[N:10]=1)[CH2:4]2. Procedure details: 39 mg of PtO2 (Adam's catalyst) was added to the mixture of 7-(8-azabicyclo[3.2.1]oct-2-en-3-yl)-5-(2chloro-4-fluorophenyl)-1-(2,6-dichlorophenyl)-1,6-naphthyridin-2(1H)-one (77 mg) in 2 mL ethyl acetate. The resulting reaction mixture was evacuated and purged with argon. Then hydrogen was bubbled through and the reaction mixture was stirred under hydrogen for 8 h. The reaction mixture was filtered, concentrated under reduced pressure, and purified by preparative thin-layer chromatography, eluti... Starting materials: OCCNC1=C(C=C(C(=C1)[N+](=O)[O-])OCC)C (2-(2'-hydroxyethyl)amino-5-ethoxy-4-nitrotoluene). The reagents and catalysts are [Pd] (palladium). Run in CO (methanol). The product is NC1=CC(=C(C=C1OCC)C)NCCO (4-amino-2-(2'-hydroxyethyl)amino-5-ethoxytoluene). Yield: 75.4%. As a reaction SMILES: [OH:1][CH2:2][CH2:3][NH:4][C:5]1[CH:10]=[C:9]([N+:11]([O-])=O)[C:8]([O:14][CH2:15][CH3:16])=[CH:7][C:6]=1[CH3:17]>CO.[Pd]>[NH2:11][C:9]1[C:8]([O:14][CH2:15][CH3:16])=[CH:7][C:6]([CH3:17])=[C:5]([NH:4][CH2:3][CH2:2][OH:1])[CH:10]=1. Procedure details: 644 mg (2.7 mmol) of 2-(2'-hydroxyethyl)amino-5-ethoxy-4-nitrotoluene were hydrogenated with a catalytic amount of palladium/active carbon (5% Pd) in 50 ml methanol. After filtering off the catalyst, the solvent was completely distilled away. 428 mg (76% of theoretical yield) of 4-amino-2-(2'-hydroxyethyl)amino-5-ethoxytoluene were obtained in pure form by thin layer chromatography. The obtained product crystals melted at 128° C. Starting materials: [Cl-].[NH4+] (ammonium chloride), ClC1=CC=C(C(=O)O)C=C1 (p-chlorobenzoic acid). Conditions: temperature 215 celsius. Yields the product C1=CC(=CC=C1C#N)Cl (PCBN). Yield: 1211.4%. Reaction SMILES: [Cl-].[NH4+:2].[Cl:3][C:4]1[CH:12]=[CH:11][C:7]([C:8](O)=O)=[CH:6][CH:5]=1>>[CH:6]1[C:7]([C:8]#[N:2])=[CH:11][CH:12]=[C:4]([Cl:3])[CH:5]=1 |f:0.1|. Procedure: The reaction was carried out as described in Example 1. PCBTC (230 g, 1.0 mol), ammonium chloride (56.2 g,1.05 eq), and p-chlorobenzoic acid (11.5 g) were charged to the reactor. The mixture was heated at 215° C. for 9 h. Distillation of the reaction mixture gave PCBN (122.4 g, 89%, melting point: 92°-93° C.). The reactants are P(=O)(Cl)(Cl)Cl (phosphoryl chloride), [OH-].[Na+] (sodium hydroxide), C(Cl)(Cl)Cl (chloroform), C(CC(=O)C)(=O)OC (methyl acetoacetate), BrC1=CC=C(N)C=C1 (4-bromoaniline). The solvent is CN(C)C=O (DMF). Reaction conditions: time 30 minute. Yields the product BrC=1C=C2C=C(C(=NC2=CC1)C)C(=O)OC (methyl 6-bromo-2-methylquinoline-3-carboxylate). As a reaction SMILES: P(Cl)(Cl)(Cl)=O.[C:6]([O:12][CH3:13])(=[O:11])[CH2:7][C:8]([CH3:10])=O.[Br:14][C:15]1[CH:21]=[CH:20][C:18]([NH2:19])=[CH:17][CH:16]=1.[OH-].[Na+].[CH:24](Cl)(Cl)Cl>CN(C=O)C>[Br:14][C:15]1[CH:21]=[C:20]2[C:18](=[CH:17][CH:16]=1)[N:19]=[C:8]([CH3:10])[C:7]([C:6]([O:12][CH3:13])=[O:11])=[CH:24]2 |f:3.4|. Procedure: To DMF (7.18 ml) was dropwise added phosphoryl chloride (8.64 ml) at 0° C., and the mixture was stirred at room temperature for 30 minutes. To the mixture was added methyl acetoacetate (10 ml) at 0° C., and the mixture was stirred at room temperature for 2 hours. The mixture was cooled to 0° C., and to the mixture was added 4-bromoaniline (16.78 g), and the mixture was stirred at 90° C. for 4 hours. To the reaction mixture was added chloroform, and the mixture was neutralized with 8N sodium hydr...